Dataset: the Open Reaction Database (ORD), a public repository of structured organic reaction records. Task: describe an organic reaction: reactants, conditions, products, and yield The reactants are O=C(C(=O)OCC)C(C(C1=C(C=C(C=C1C)C)C)=O)=NO (Ethyl 2,4-dioxo-3-oximino-4-(2,4,6-trimethylphenyl)butanoate), Cl (hydrochloric acid), CNN (methyl hydrazine). Run in CO (methanol). Conditions: time 4 hour. Yields the product NC=1C(=NN(C1C1=C(C=C(C=C1C)C)C)C)C(=O)OCC (Ethyl 4-amino-1-methyl-5-(2,4,6-trimethylphenyl)pyrazole-3-carboxylate). The yield is 78.9%. Reaction SMILES: O=[C:2]([C:8](=[N:20]O)[C:9](=O)[C:10]1[C:15]([CH3:16])=[CH:14][C:13]([CH3:17])=[CH:12][C:11]=1[CH3:18])[C:3]([O:5][CH2:6][CH3:7])=[O:4].Cl.[CH3:23][NH:24][NH2:25]>CO>[NH2:20][C:8]1[C:2]([C:3]([O:5][CH2:6][CH3:7])=[O:4])=[N:25][N:24]([CH3:23])[C:9]=1[C:10]1[C:15]([CH3:16])=[CH:14][C:13]([CH3:17])=[CH:12][C:11]=1[CH3:18]. Procedure details: To a solution of the product of step B (4.0 g, 13.8 mmol) and 1.6 mL of 12N hydrochloric acid in 100 mL of methanol was added dropwise 0.63 g of methyl hydrazine at 0° C. The reaction mixture was stirred at room temperature 4 hours, and then concentrated. The resulting residue was partitioned between water and ethyl acetate. The organic phase was separated and washed once with brine. The ethyl acetate solution was then mixed with 100 mL of water. Solid Na2S2O4 in excess was added in small portio... Reactants: C(C)(=O)OC1=CC=C2C=C(COC2=C1)C1=CC=CC=C1 (7-acetoxyisoflav-3-ene), N1C=NC=C1 (imidazole), ( 100 ), ( 41 ), ( 28 ), O1CC(=CC2=CC=C(C=C12)O)C1=CC=C(C=C1)O (isoflav-3-ene-4′,7-diol), ( 23 ). The solvent is C(C)O (ethanol). The product is O1CC(=CC2=CC=C(C=C12)O)C1=CC=CC=C1 (Isoflav-3-ene-7-ol). RXN SMILES: C([O:4][C:5]1[CH:14]=[C:13]2[C:8]([CH:9]=[C:10]([C:15]3[CH:20]=[CH:19][CH:18]=[CH:17][CH:16]=3)[CH2:11][O:12]2)=[CH:7][CH:6]=1)(=O)C.N1C=CN=C1.O1C2C(=CC=C(O)C=2)C=C(C2C=CC(O)=CC=2)C1>C(O)C>[O:12]1[C:13]2[C:8](=[CH:7][CH:6]=[C:5]([OH:4])[CH:14]=2)[CH:9]=[C:10]([C:15]2[CH:16]=[CH:17][CH:18]=[CH:19][CH:20]=2)[CH2:11]1. Procedure details: Isoflav-3-ene-7-ol was prepared from 7-acetoxyisoflav-3-ene (0.2 g, 0.75 mmol) and imidazole (0.24 g) in ethanol (3.5 ml) as described for isoflav-3-ene-4′,7-diol. Yield: (0.11 g, 66%) m.p. 120° C. 1H NMR (d6-DMSO): δ 5.07 (s, 2H, H2), 6.24 (d, 1H, J 2.2 Hz, H8), 6.33 (dd, 1H, J 1.9 Hz, 7.9 Hz, H6), 6.96 (d, 1H, J 7.9 Hz, H5), 7.00 (s, 1H, H4), 7.26-7.47 (m, 5H, ArH), 9.65 (bs, 1H, OH). Mass spectrum: m/z 224 (m, 74%); 223 (100), 175 (28); 165 (23); 147 (41).